Dataset: the Open Reaction Database (ORD), a public repository of structured organic reaction records. Task: describe an organic reaction: reactants, conditions, products, and yield Starting materials: OCCCO, CCOC(C)=O, COCCOC, CCCCCC, Fc1ccc(-c2noc(-c3cc(F)cc(Br)c3)n2)nc1, [Na+], [Na+], O=C([O-])[O-], c1ccc(P(c2ccccc2)(c2ccccc2)[Pd](P(c2ccccc2)(c2ccccc2)c2ccccc2)(P(c2ccccc2)(c2ccccc2)c2ccccc2)P(c2ccccc2)(c2ccccc2)c2ccccc2)cc1, OB(O)c1cccnc1. The product is Fc1ccc(-c2noc(-c3cc(F)cc(-c4cccnc4)c3)n2)nc1. Reaction SMILES: [CH2:21]([OH:22])[CH2:23][CH2:24][OH:25].[CH3:130][CH2:131][O:132][C:133](=[O:134])[CH3:135].[CH3:35][O:36][CH2:37][CH2:38][O:39][CH3:40].[CH3:47][CH2:48][CH2:49][CH2:50][CH2:51][CH3:52].[F:1][c:2]1[cH:3][cH:4][c:5](-[c:8]2[n:9][o:10][c:11](-[c:13]3[cH:14][c:15]([Br:20])[cH:16][c:17]([F:19])[cH:18]3)[n:12]2)[n:6][cH:7]1.[Na+:41].[Na+:42].[O-:43][C:44](=[O:45])[O-:46].[cH:53]1[cH:54][cH:55][c:56]([P:57]([Pd:58]([P:59]([c:60]2[cH:61][cH:62][cH:63][cH:64][cH:65]2)([c:66]2[cH:67][cH:68][cH:69][cH:70][cH:71]2)[c:72]2[cH:73][cH:74][cH:75][cH:76][cH:77]2)([P:78]([c:79]2[cH:80][cH:81][cH:82][cH:83][cH:84]2)([c:85]2[cH:86][cH:87][cH:88][cH:89][cH:90]2)[c:91]2[cH:92][cH:93][cH:94][cH:95][cH:96]2)[P:97]([c:98]2[cH:99][cH:100][cH:101][cH:102][cH:103]2)([c:104]2[cH:105][cH:106][cH:107][cH:108][cH:109]2)[c:110]2[cH:111][cH:112][cH:113][cH:114][cH:115]2)([c:116]2[cH:117][cH:118][cH:119][cH:120][cH:121]2)[c:122]2[cH:123][cH:124][cH:125][cH:126][cH:127]2)[cH:128][cH:129]1.[n:26]1[cH:27][c:28]([B:32]([OH:33])[OH:34])[cH:29][cH:30][cH:31]1>>[F:1][c:2]1[cH:3][cH:4][c:5](-[c:8]2[n:9][o:10][c:11](-[c:13]3[cH:14][c:15](-[c:28]4[cH:27][n:26][cH:31][cH:30][cH:29]4)[cH:16][c:17]([F:19])[cH:18]3)[n:12]2)[n:6][cH:7]1. Starting materials: CS(=O)(=O)Cl, Cc1c(N)cccc1[N+](=O)[O-], c1ccncc1. The product is Cc1c(NS(C)(=O)=O)cccc1[N+](=O)[O-]. As a reaction SMILES: [CH3:12][S:13]([Cl:14])(=[O:15])=[O:16].[CH3:1][c:2]1[c:3]([NH2:11])[cH:4][cH:5][cH:6][c:7]1[N+:8](=[O:9])[O-:10].[cH:17]1[cH:18][cH:19][n:20][cH:21][cH:22]1>>[CH3:1][c:2]1[c:3]([NH:11][S:13]([CH3:12])(=[O:15])=[O:16])[cH:4][cH:5][cH:6][c:7]1[N+:8](=[O:9])[O-:10]. Starting materials: FC=1C=CC(=C(C1)C(CC1=CC=CC=C1)=O)O (1-(5-Fluoro-2-hydroxyphenyl)-2-phenylethanone), C(C)(=O)OC(C)=O (acetic anhydride), C(C)(=O)[O-].[Na+] (sodium acetate). Yields the product FC=1C=C2C(C(=C(OC2=CC1)C)C1=CC=CC=C1)=O (6-fluoro-2-methyl-3-phenyl-4H-chromen-4-one). The yield is 80.0%. As a reaction SMILES: [F:1][C:2]1[CH:3]=[CH:4][C:5]([OH:17])=[C:6]([C:8](=[O:16])[CH2:9][C:10]2[CH:15]=[CH:14][CH:13]=[CH:12][CH:11]=2)[CH:7]=1.[C:18](OC(=O)C)(=O)[CH3:19].C([O-])(=O)C.[Na+]>>[F:1][C:2]1[CH:7]=[C:6]2[C:5](=[CH:4][CH:3]=1)[O:17][C:18]([CH3:19])=[C:9]([C:10]1[CH:15]=[CH:14][CH:13]=[CH:12][CH:11]=1)[C:8]2=[O:16] |f:2.3|. Reported procedure: Intermediate 50 (50 g, 0.217 moles) was taken in a RB flask and to this acetic anhydride (424 ml) and sodium acetate (124 g, 1.51 moles) were added and the mixture was refluxed for 12 h. After cooling to RT, the reaction mixture was quenched by the addition of ice cold water. The solid formed was filtered and washed with water. The product was dried under vacuum to afford the title compound as colourless solid (44 g, 80% yield). 1H-NMR (δ ppm, CDCl3, 400 MHz): δ 7.87(dd, J=8.3,3.0 Hz, 1H), 7.47-... Reactants: P(=O)(O)(O)[O-].[K+] (potassium dihydrogen phosphate), N([O])(S(=O)(=O)[O-])S(=O)(=O)[O-].[K+].[K+] (potassium nitrosodisulfonate), OC1=CC=C(C2=CC=CC=C12)OC(C(=O)O)C (2-(4-hydroxy-1-naphthoxy)propionic acid). Solvent: O (water), C(C)O (ethanol). Run at time 2.5 hour. Product: C(=O)(O)C(C)OC1=CC(C(C2=CC=CC=C12)=O)=O (4-(1-Carboxyethoxy)-1,2-naphthoquinone). As a reaction SMILES: P([O-])(O)(O)=O.[K+].N(S([O-])(=O)=O)(S([O-])(=O)=[O:10])[O].[K+].[K+].[OH:19][C:20]1[C:29]2[C:24](=[CH:25][CH:26]=[CH:27][CH:28]=2)[C:23]([O:30][CH:31]([CH3:35])[C:32]([OH:34])=[O:33])=[CH:22][CH:21]=1>O.C(O)C>[C:32]([CH:31]([O:30][C:23]1[C:24]2[C:29](=[CH:28][CH:27]=[CH:26][CH:25]=2)[C:20](=[O:19])[C:21](=[O:10])[CH:22]=1)[CH3:35])([OH:34])=[O:33] |f:0.1,2.3.4,^1:15|. Reported procedure: To a solution of 38.0 g potassium dihydrogen phosphate in 7.5 l of distilled water (pH 4.0) was added 89.4 g (0.33 mol) potassium nitrosodisulfonate (Fremy's reagent). To this solution was added immediately a solution of 34.8 g (0.15 mol) of 2-(4-hydroxy-1-naphthoxy)propionic acid in 125 ml ethanol. The mixture was stirred for 2.5 hours under nitrogen at room temperature. The yellow-brown solid was collected, washed with a litter water and dried (under nitrogen). The yield was 30.0 g (81 percent... Reactants: N1(CCNCC1)C(=O)OC(C)(C)C (tert-butyl piperazine-1-carboxylate), ClC1=NC2=C(N1)C=CC(=C2)[N+](=O)[O-] (2-chloro-5-nitro-1H-benzo[d]imidazole). Solvent: C(C)O (ethanol). Conditions: temperature 135 celsius. Product: [N+](=O)([O-])C1=CC2=C(NC(=N2)N2CCN(CC2)C(=O)OC(C)(C)C)C=C1 (tert-butyl 4-(5-nitro-1H-benzo[d]imidazol-2-yl)piperazine-1-carboxylate). RXN SMILES: [N:1]1([C:7]([O:9][C:10]([CH3:13])([CH3:12])[CH3:11])=[O:8])[CH2:6][CH2:5][NH:4][CH2:3][CH2:2]1.Cl[C:15]1[NH:19][C:18]2[CH:20]=[CH:21][C:22]([N+:24]([O-:26])=[O:25])=[CH:23][C:17]=2[N:16]=1>C(O)C>[N+:24]([C:22]1[CH:21]=[CH:20][C:18]2[NH:19][C:15]([N:4]3[CH2:5][CH2:6][N:1]([C:7]([O:9][C:10]([CH3:13])([CH3:12])[CH3:11])=[O:8])[CH2:2][CH2:3]3)=[N:16][C:17]=2[CH:23]=1)([O-:26])=[O:25]. Reported procedure: In a 20 mL sealed tube under nitrogen, a mixture of tert-butyl piperazine-1-carboxylate (0.943 g, 5.06 mmol), 2-chloro-5-nitro-1H-benzo[d]imidazole (0.5 g, 2.53 mmol) and ethanol (9.5 mL) was heated at 135° C. for 2 hours. The reaction was concentrated and the residue was purified by reverse-phase chromatography to provide the title compound.